This data is from the Open Reaction Database (ORD), a public repository of structured organic reaction records. The task is: describe an organic reaction: reactants, conditions, products, and yield Reactants: C(C)(C)(C)OC(=O)N1CC(CCC1)COC1=C(C(=O)OC)C=CC(=C1)OCCF (methyl 2-(1-tert-butoxycarbonyl-piperidin-3-ylmethoxy)-4-(2-fluoroethoxy)benzoate), O[Li].O (LiOH.H2O), O (water). Solvent: C1CCOC1 (THF). Yields the product C(C)(C)(C)OC(=O)N1CC(CCC1)COC1=C(C(=O)O)C=CC(=C1)OCCF (2-(1-tert-Butoxycarbonylpiperidin-3-ylmethoxy)-4-(2-fluoroethoxy)benzoic Acid). As a reaction SMILES: [C:1]([O:5][C:6]([N:8]1[CH2:13][CH2:12][CH2:11][CH:10]([CH2:14][O:15][C:16]2[CH:25]=[C:24]([O:26][CH2:27][CH2:28][F:29])[CH:23]=[CH:22][C:17]=2[C:18]([O:20]C)=[O:19])[CH2:9]1)=[O:7])([CH3:4])([CH3:3])[CH3:2].O[Li].O.O>C1COCC1>[C:1]([O:5][C:6]([N:8]1[CH2:13][CH2:12][CH2:11][CH:10]([CH2:14][O:15][C:16]2[CH:25]=[C:24]([O:26][CH2:27][CH2:28][F:29])[CH:23]=[CH:22][C:17]=2[C:18]([OH:20])=[O:19])[CH2:9]1)=[O:7])([CH3:4])([CH3:3])[CH3:2] |f:1.2|. Reported procedure: Using a procedure similar to that of Example 26-C, the ester is hydrolyzed using LiOH.H2O (1.50 g, 2.2 equivalents), water (20 mL) and THF (60 mL) to afford the acid (2.93 g, 59% for the two steps). Starting materials: BrCC(=O)C=1C=C(C#N)C=CC1 (3-(bromoacetyl)benzonitrile), FC(C1=C(C=NC=C1)C(N)=S)(F)F (4-trifluoromethylpyridine-3-thiocarboxamide). The product is FC(C1=C(C=NC=C1)C=1SC=C(N1)C=1C=C(C#N)C=CC1)(F)F (3-{2-[4-(trifluoromethyl)pyridin-3-yl]-1,3-thiazol-4-yl}benzonitrile). The yield is 76.3%. Reaction SMILES: Br[CH2:2][C:3]([C:5]1[CH:6]=[C:7]([CH:10]=[CH:11][CH:12]=1)[C:8]#[N:9])=O.[F:13][C:14]([F:25])([F:24])[C:15]1[CH:20]=[CH:19][N:18]=[CH:17][C:16]=1[C:21](=[S:23])[NH2:22]>>[F:24][C:14]([F:13])([F:25])[C:15]1[CH:20]=[CH:19][N:18]=[CH:17][C:16]=1[C:21]1[S:23][CH:2]=[C:3]([C:5]2[CH:6]=[C:7]([CH:10]=[CH:11][CH:12]=2)[C:8]#[N:9])[N:22]=1. Reported procedure: By the reaction in the same manner as in Example 25-iii) using 3-(bromoacetyl)benzonitrile (913 mg) and 4-trifluoromethylpyridine-3-thiocarboxamide (840 mg), the title compound (1.03 g) was obtained as colorless powder crystals. The reactants are CC(=O)[O-], CC(=O)[O-], Cc1ccccc1, CCCc1c(Cc2ccc(-c3ccccc3C#N)cc2F)c(=O)n(C2CCC(O)CC2)c2ncnn12, C=CCC(=[N+]=[N-])C(=O)OCC, [Rh+2]. Product: C=CCC(OC1CCC(n2c(=O)c(Cc3ccc(-c4ccccc4C#N)cc3F)c(CCC)n3ncnc23)CC1)C(=O)OCC. RXN SMILES: [C:55]([O-:56])(=[O:57])[CH3:58].[C:60]([O-:61])(=[O:62])[CH3:63].[CH3:48][c:49]1[cH:50][cH:51][cH:52][cH:53][cH:54]1.[F:1][c:2]1[cH:3][c:4](-[c:29]2[c:30]([C:35]#[N:36])[cH:31][cH:32][cH:33][cH:34]2)[cH:5][cH:6][c:7]1[CH2:8][c:9]1[c:10](=[O:28])[n:11]([CH:21]2[CH2:22][CH2:23][CH:24]([OH:27])[CH2:25][CH2:26]2)[c:12]2[n:13]([c:14]1[CH2:15][CH2:16][CH3:17])[n:18][cH:19][n:20]2.[N+:37](=[N-:38])=[C:39]([C:40](=[O:41])[O:42][CH2:43][CH3:44])[CH2:45][CH:46]=[CH2:47].[Rh+2:59]>>[F:1][c:2]1[cH:3][c:4](-[c:29]2[c:30]([C:35]#[N:36])[cH:31][cH:32][cH:33][cH:34]2)[cH:5][cH:6][c:7]1[CH2:8][c:9]1[c:10](=[O:28])[n:11]([CH:21]2[CH2:22][CH2:23][CH:24]([O:27][CH:39]([C:40](=[O:41])[O:42][CH2:43][CH3:44])[CH2:45][CH:46]=[CH2:47])[CH2:25][CH2:26]2)[c:12]2[n:13]([c:14]1[CH2:15][CH2:16][CH3:17])[n:18][cH:19][n:20]2. Starting materials: CC(=O)OC(C)=O, CN(C)c1ccncc1, O, O=c1cc(-c2ccc(O)cc2)oc2ncccc12, c1ccncc1. Yields the product CC(=O)Oc1ccc(-c2cc(=O)c3cccnc3o2)cc1. Reaction SMILES: [CH3:19][C:20](=[O:21])[O:22][C:23]([CH3:24])=[O:25].[CH3:27][N:28]([c:29]1[cH:30][cH:31][n:32][cH:33][cH:34]1)[CH3:35].[OH2:26].[OH:1][c:2]1[cH:3][cH:4][c:5](-[c:8]2[cH:9][c:10](=[O:18])[c:11]3[c:12]([n:13][cH:14][cH:15][cH:16]3)[o:17]2)[cH:6][cH:7]1.[cH:36]1[cH:37][cH:38][n:39][cH:40][cH:41]1>>[O:1]([c:2]1[cH:3][cH:4][c:5](-[c:8]2[cH:9][c:10](=[O:18])[c:11]3[c:12]([n:13][cH:14][cH:15][cH:16]3)[o:17]2)[cH:6][cH:7]1)[C:20]([CH3:19])=[O:21]. Product: CC(C)(C)OC(=O)NC1CN(C(=O)C(C)(C)C)c2ccccc2N(CC(=O)c2ccccc2[N+](=O)[O-])C1=O. As a reaction SMILES: [Br:29][CH2:30][C:31](=[O:32])[c:33]1[c:34]([N+:39](=[O:40])[O-:41])[cH:35][cH:36][cH:37][cH:38]1.[CH3:43][N:44]([CH3:45])[CH:46]=[O:47].[H-:27].[Na+:28].[O:1]=[C:2]1[CH:3]([NH:19][C:20](=[O:21])[O:22][C:23]([CH3:24])([CH3:25])[CH3:26])[CH2:4][N:5]([C:13]([C:14]([CH3:15])([CH3:16])[CH3:17])=[O:18])[c:6]2[c:7]([cH:9][cH:10][cH:11][cH:12]2)[NH:8]1.[OH2:42]>>[O:1]=[C:2]1[CH:3]([NH:19][C:20](=[O:21])[O:22][C:23]([CH3:24])([CH3:25])[CH3:26])[CH2:4][N:5]([C:13]([C:14]([CH3:15])([CH3:16])[CH3:17])=[O:18])[c:6]2[c:7]([cH:9][cH:10][cH:11][cH:12]2)[N:8]1[CH2:30][C:31](=[O:32])[c:33]1[c:34]([N+:39](=[O:40])[O-:41])[cH:35][cH:36][cH:37][cH:38]1. Starting materials: O=C(CBr)c1ccccc1[N+](=O)[O-], CN(C)C=O, [H-], [Na+], CC(C)(C)OC(=O)NC1CN(C(=O)C(C)(C)C)c2ccccc2NC1=O, O. Starting materials: CC1=NC(NC(C1)(C)C)(C)C (acetonine), CC(=O)C (acetone), C(C)(=O)[O-].[NH4+] (ammonium acetate). Solvent: CO (methanol). Product: CC1(CC(=O)CC(N1)(C)C)C (triacetonamine). Yield: 91.1%. As a reaction SMILES: [CH3:1][C:2]1[CH2:7][C:6]([CH3:9])([CH3:8])[NH:5][C:4]([CH3:11])([CH3:10])N=1.CC(C)=[O:14].C([O-])(=O)C.[NH4+]>CO>[CH3:10][C:4]1([CH3:11])[NH:5][C:6]([CH3:9])([CH3:8])[CH2:7][C:2](=[O:14])[CH2:1]1 |f:2.3|. Procedure details: A solution of 5.0 g. of acetonine in a mixed solvent comprising 19 g. of acetone and 9.5 g. of methanol was added with 1.3 g. of ammonium acetate. The mixture was maintained at room temperature for 24 hours in a sealed equipment to effect the reaction. After completion of the reaction, the reaction mixture was purified in the same manner as in Example 1 to obtain triacetonamine in a yield of 91.1%. The reactants are OC=1C=CC2=C(C(C=3NC4=CC(=CC=C4C3C2=O)C#N)(C)C)C1 (8-Hydroxy-6,6-dimethyl-11-oxo-6,11-dihydro-5H-benzo[b]carbazole-3-carbonitrile), C(C)(C)(C)[SiH2]OC([C@H]1[C@H](OC(O1)(C)C)CO)(C)C ([(4R,5R)-5-(tert-butyl-dimethyl-silanyloxymethyl)-2,2-dimethyl-[1,3]dioxolan-4-yl]-methanol). The product is C(C)(C)(C)[SiH2]OC([C@@H]1[C@H](OC(O1)(C)C)COC=1C=CC2=C(C(C=3NC4=CC(=CC=C4C3C2=O)C#N)(C)C)C1)(C)C (8-[(4R,5S)-5-(Tert-butyl-dimethyl-silanyloxymethyl)-2,2-dimethyl-[1,3]dioxolan-4-ylmethoxy]-6,6-dimethyl-11-oxo-6,11-dihydro-5H-benzo[b]carbazole-3-carbonitrile). RXN SMILES: [OH:1][C:2]1[CH:3]=[CH:4][C:5]2[C:17](=[O:18])[C:16]3[C:15]4[C:10](=[CH:11][C:12]([C:19]#[N:20])=[CH:13][CH:14]=4)[NH:9][C:8]=3[C:7]([CH3:22])([CH3:21])[C:6]=2[CH:23]=1.[C:24]([SiH2:28][O:29][C:30]([CH3:41])([CH3:40])[C@@H:31]1[O:35][C:34]([CH3:37])([CH3:36])[O:33][C@@H:32]1[CH2:38]O)([CH3:27])([CH3:26])[CH3:25]>>[C:24]([SiH2:28][O:29][C:30]([CH3:40])([CH3:41])[C@H:31]1[O:35][C:34]([CH3:37])([CH3:36])[O:33][C@@H:32]1[CH2:38][O:1][C:2]1[CH:3]=[CH:4][C:5]2[C:17](=[O:18])[C:16]3[C:15]4[C:10](=[CH:11][C:12]([C:19]#[N:20])=[CH:13][CH:14]=4)[NH:9][C:8]=3[C:7]([CH3:21])([CH3:22])[C:6]=2[CH:23]=1)([CH3:27])([CH3:25])[CH3:26]. Procedure: Under the same conditions as the method for synthesizing Compound A7-1, the title compound was prepared from Compound A6 and [(4R,5R)-5-(tert-butyl-dimethyl-silanyloxymethyl)-2,2-dimethyl-[1,3]dioxolan-4-yl]-methanol.